This data is from the Open Reaction Database (ORD), a public repository of structured organic reaction records. The task is: describe an organic reaction: reactants, conditions, products, and yield Reactants: F[B-](F)(F)F.[Na+] (sodium tetrafluoroborate), N12CCN(CC1)CC2.F[B-](F)(F)F.F[B-](F)(F)F.F[N+]21CC[N+](CC2)(CC1)S(=O)(=O)O (1-Fluoro-4-sulfo-1,4-diazoniabicyclo[2.2.2]octane bis(tetrafluoroborate) 1,4-Diazabicyclo[2.2.2]octane), ClS(=O)(=O)O (chlorosulfonic acid). The solvent is C(C)#N (acetonitrile), C1CCOC1 (THF). Reaction conditions: time 8 hour. Product: F[B-](F)(F)F.S(=O)(=O)(O)[N+]12CCN(CC1)CC2 (1-sulfo-4-aza-1-azoniabicyclo[2.2.2]octane tetrafluoroborate). Reaction SMILES: N12CCN(CC1)CC2.[F:9][B-:10]([F:13])([F:12])[F:11].F[B-](F)(F)F.F[N+:20]12[CH2:27][CH2:26][N+:23]([S:28]([OH:31])(=[O:30])=[O:29])([CH2:24][CH2:25]1)[CH2:22][CH2:21]2.ClS(O)(=O)=O.F[B-](F)(F)F.[Na+]>C1COCC1.C(#N)C>[F:9][B-:10]([F:13])([F:12])[F:11].[S:28]([N+:23]12[CH2:22][CH2:21][N:20]([CH2:27][CH2:26]1)[CH2:25][CH2:24]2)([OH:31])(=[O:29])=[O:30] |f:0.1.2.3,5.6,9.10|. Reported procedure: 1-Fluoro-4-sulfo-1,4-diazoniabicyclo[2.2.2]octane bis(tetrafluoroborate) 1,4-Diazabicyclo[2.2.2]octane (11 g, 10 mmol) in THF (100 mL) is reacted with chlorosulfonic acid (11.6 g, 10 mmol) until the reaction is complete by TLC. The reaction is evaporated, diluted with acetonitrile (100 mL) and sodium tetrafluoroborate (40 g, 20 mmol) added. The solution is stirred overnight at room temperature and then filtered to remove all undissolved salts. The flitrate is evaporated to afford 1-sulfo-4-aza-1... Starting materials: CC(C)NC(=O)c1cccnc1CC(O)C(Cc1ccccc1F)NC(=O)OC(C)(C)C, CCCCC. Yields the product CC(C)NC(=O)c1cccnc1CC(O)C(N)Cc1ccccc1F. RXN SMILES: [C:1]([O:2][C:3](=[O:4])[NH:7][CH:8]([CH:9]([CH2:10][c:11]1[n:12][cH:13][cH:14][cH:15][c:16]1[C:17]([NH:18][CH:19]([CH3:20])[CH3:21])=[O:22])[OH:23])[CH2:24][c:25]1[c:26]([F:31])[cH:27][cH:28][cH:29][cH:30]1)([CH3:5])([CH3:6])[CH3:32].[CH3:33][CH2:34][CH2:35][CH2:36][CH3:37]>>[NH2:7][CH:8]([CH:9]([CH2:10][c:11]1[n:12][cH:13][cH:14][cH:15][c:16]1[C:17]([NH:18][CH:19]([CH3:20])[CH3:21])=[O:22])[OH:23])[CH2:24][c:25]1[c:26]([F:31])[cH:27][cH:28][cH:29][cH:30]1. As a reaction SMILES: [CH3:1][N:2]1[C:10]2[C:5](=[CH:6][C:7]([C:11]([F:14])([F:13])[F:12])=[CH:8][CH:9]=2)[C:4]([NH2:15])=[N:3]1.[C:16]([OH:20])(=[O:19])[CH:17]=O>>[CH3:1][N:2]1[C:10]2[C:5](=[CH:6][C:7]([C:11]([F:12])([F:13])[F:14])=[CH:8][CH:9]=2)[C:4]([NH:15][CH2:17][C:16]([OH:20])=[O:19])=[N:3]1. Procedure: The title compound was prepared as white solid from reductive amination of 1-methyl-5-trifluoromethyl-1H-indazol-3-ylamine (as prepared in the previous step) and glyoxylic acid using the procedure described in Step B of Example 1. The product is CN1N=C(C2=CC(=CC=C12)C(F)(F)F)NCC(=O)O ((1-Methyl-5-trifluoromethyl-1H-indazol-3-ylamino)-acetic acid). The reactants are CN1N=C(C2=CC(=CC=C12)C(F)(F)F)N (1-methyl-5-trifluoromethyl-1H-indazol-3-ylamine), C(C=O)(=O)O (glyoxylic acid).